This data is from the Open Reaction Database (ORD), a public repository of structured organic reaction records. The task is: describe an organic reaction: reactants, conditions, products, and yield Reactants: N1=CC(=CC2=CC=CC=C12)\C=C/CO (cis-3-(3-quinolyl)-2-propen-1-ol), C(=O)(OC(C)(C)C)OC(=O)OC(C)(C)C (di-tert-butyl dicarbonate), [OH-].[Na+] (sodium hydroxide). The reagents and catalysts are S(=O)(=O)(O)[O-].C(CCC)[N+](CCCC)(CCCC)CCCC (tetra n-butylammonium hydrogen sulfate). Solvent: C1(=CC=CC=C1)C (toluene), O (water), CCCCCCC (heptane), C1(=CC=CC=C1)C (toluene), CCCCCCC (heptane). Yields the product N1=CC(=CC2=CC=CC=C12)\C=C/CO.C(C)(C)(C)OC([O-])=O (cis-3-(3-Quinolyl)-2-Propen-1-ol t-Butyl Carbonate). The yield is 83.1%. As a reaction SMILES: [N:1]1[C:10]2[C:5](=[CH:6][CH:7]=[CH:8][CH:9]=2)[CH:4]=[C:3](/[CH:11]=[CH:12]\[CH2:13][OH:14])[CH:2]=1.[C:15]([O:22]C(OC(C)(C)C)=O)([O:17][C:18]([CH3:21])([CH3:20])[CH3:19])=[O:16].[OH-].[Na+]>S([O-])(O)(=O)=O.C([N+](CCCC)(CCCC)CCCC)CCC.C1(C)C=CC=CC=1.O.CCCCCCC>[N:1]1[C:10]2[C:5](=[CH:6][CH:7]=[CH:8][CH:9]=2)[CH:4]=[C:3](/[CH:11]=[CH:12]\[CH2:13][OH:14])[CH:2]=1.[C:18]([O:17][C:15](=[O:16])[O-:22])([CH3:21])([CH3:20])[CH3:19] |f:2.3,4.5,9.10|. Procedure details: The solid cis-3-(3-quinolyl)-2-propen-1-ol (10.0 g, 54.1 mmol), di-tert-butyl dicarbonate (17.6 g, 80.6 mmol, 1.5 equiv), toluene (43 g) and tetra n-butylammonium hydrogen sulfate (0.68 g, 2.0 mmol) were combined and stirred (mechanically) in a three-necked round-bottom flask. To this stirring mixture was slowly added an aqueous sodium hydroxide solution (28 g H2O and 7.0 g, NaOH) over 10 minutes. The temperature of the biphasic mixture warmed from 18° C. to 31° C. for 1.5 hours and then allowed... The product is ClC1=C(C(=CC=C1)Cl)NS(=O)(=O)C1=NN2C(N=C(C=C2)C)=N1 (N-(2,6-Dichlorophenyl)-5-methyl-1,2,4-triazolo[1,5-a]pyrimidine-2-sulfonamide). Isolated yield 52.6%. As a reaction SMILES: [Cl:1][C:2]1[CH:8]=[CH:7][CH:6]=[C:5]([Cl:9])[C:3]=1[NH2:4].Cl[S:11]([C:14]1[N:23]=[C:17]2[N:18]=[C:19]([CH3:22])[CH:20]=[CH:21][N:16]2[N:15]=1)(=[O:13])=[O:12].N1C=CC=CC=1.CS(C)=O>CCCCCC.C(#N)C>[Cl:1][C:2]1[CH:8]=[CH:7][CH:6]=[C:5]([Cl:9])[C:3]=1[NH:4][S:11]([C:14]1[N:23]=[C:17]2[N:18]=[C:19]([CH3:22])[CH:20]=[CH:21][N:16]2[N:15]=1)(=[O:12])=[O:13]. Starting materials: ClC1=C(N)C(=CC=C1)Cl (2,6-Dichloroaniline), ClS(=O)(=O)C1=NN2C(N=C(C=C2)C)=N1 (2-chlorosulfonyl-5-methyl-1,2,4-triazolo[1,5-a]pyrimidine), N1=CC=CC=C1 (Pyridine), CS(=O)C (dimethyl sulfoxide). Procedure details: 2,6-Dichloroaniline (2.78 g, 17.2 mmol), 2-chlorosulfonyl-5-methyl-1,2,4-triazolo[1,5-a]pyrimidine (2.0 g, 8.6 mmol), and 30 mL of dry acetonitrile were placed in a 100 mL flask equipped with a gas inlet adapter and a magnetic stirring bar. Pyridine (1.39 mL, 17.2 mmol) and dimethyl sulfoxide (0.15 mL, 2.2 mmol) were added with stirring under nitrogen and the mixture was allowed to react for 1.0 hr. The volatiles were then removed by evaporation under reduced pressure and the residue was dissolv... The solvent is CCCCCC (hexane), C(C)#N (acetonitrile). The reactants are C(=O)(O)C/C=C/C1=NC(=CC=C1OCCCCC1=CC=C(C=C1)OC)CO (2-(E-2-Carboxymethylethenyl)-3-[4-(4-methoxyphenyl)butyloxy]-6-hydroxymethylpyridine), O=S(Cl)Cl (SOCl2). Solvent: C1(=CC=CC=C1)C (toluene). Conditions: time 4.5 hour. The product is Cl.C(=O)(O)C/C=C/C1=NC(=CC=C1OCCCCC1=CC=C(C=C1)OC)CCl (2-(E-2-Carboxymethylethenyl)-3-[4-(4-methoxyphenyl)butyloxy]-6-chloromethylpyridine hydrochloride). As a reaction SMILES: [C:1]([CH2:4]/[CH:5]=[CH:6]/[C:7]1[C:12]([O:13][CH2:14][CH2:15][CH2:16][CH2:17][C:18]2[CH:23]=[CH:22][C:21]([O:24][CH3:25])=[CH:20][CH:19]=2)=[CH:11][CH:10]=[C:9]([CH2:26]O)[N:8]=1)([OH:3])=[O:2].O=S(Cl)[Cl:30]>C1(C)C=CC=CC=1>[ClH:30].[C:1]([CH2:4]/[CH:5]=[CH:6]/[C:7]1[C:12]([O:13][CH2:14][CH2:15][CH2:16][CH2:17][C:18]2[CH:23]=[CH:22][C:21]([O:24][CH3:25])=[CH:20][CH:19]=2)=[CH:11][CH:10]=[C:9]([CH2:26][Cl:30])[N:8]=1)([OH:3])=[O:2] |f:3.4|. Procedure: 2-(E-2-Carboxymethylethenyl)-3-[4-(4-methoxyphenyl)butyloxy]-6-hydroxymethylpyridine (1.00 g, 2.69 mmol) was added to a cooled (0° C.) solution of SOCl2 (1.96 mL, 26.9 mmol) in anhydrous toluene (20 mL) under an argon atmosphere. The cooling bath was removed and the reaction was stirred at room temperature for 4.5 h. The solvent and excess SOCl2 were evaporated. The resulting crude product (tan solid) was used without further purification. This material served as the starting material for the pr... The reactants are NC1=NC(=C2N=C(N(C2=N1)COC(CO)CO)Br)O (2-[(2-amino-8-bromo-6-hydroxy-9H-purin-9-yl)methoxy]-1,3-propanediol), NN (hydrazine), crude product. Reagents/catalysts: [Ni] (Raney nickel). Run in O (water), O (water). The product is NC1=NC(=C2N=C(N(C2=N1)COC(CO)CO)N)O (2-[(2,8-Diamino-6-hydroxy-9H-purin-9-yl)methoxy]-1,3-propanediol). RXN SMILES: [NH2:1][C:2]1[N:10]=[C:9]2[C:5]([N:6]=[C:7](Br)[N:8]2[CH2:11][O:12][CH:13]([CH2:16][OH:17])[CH2:14][OH:15])=[C:4]([OH:19])[N:3]=1.[NH2:20]N>O.[Ni]>[NH2:1][C:2]1[N:10]=[C:9]2[C:5]([N:6]=[C:7]([NH2:20])[N:8]2[CH2:11][O:12][CH:13]([CH2:16][OH:17])[CH2:14][OH:15])=[C:4]([OH:19])[N:3]=1. Reported procedure: A mixture of 2-[(2-amino-8-bromo-6-hydroxy-9H-purin-9-yl)methoxy]-1,3-propanediol (13.7 g; 41 mmole) and 97% hydrazine (6.07 ml) in water (300 ml) is heated to reflux for 48 hours. At the end of this time, the solution is cooled and filtered to give 9.15 g of crude solid. The crude product is suspended in water (120 ml) and Raney nickel (9 g) is added. The mixture is heated at reflux for 6 hours, filtered hot and cooled. The crystals are collected and dried to give 7.15 g of the product, mp>280°... The reactants are CS(=O)(=O)O (methanesulfonic acid), C(C)OC(=O)[C@H]1NC[C@@H]2CC[C@@H](C[C@@H]2C1)CN1C=NC(=C1)C(=O)OCC ([3S,4aR,6S,8aR]-Ethyl-6-((4-ethoxycarbonyl-1H-imidazol-1-yl)methyl)-1,2,3,4,4a,5,6,7,8,8a-decahydroisoquinoline-3-carboxylate). The solvent is C(C)(=O)OCC (ethyl acetate). The product is CS(=O)(=O)O.C(C)OC(=O)[C@H]1NC[C@@H]2CC[C@@H](C[C@@H]2C1)CN1C=NC(=C1)C(=O)OCC ([3S,4aR,6S,8aR]-Ethyl-6-((4-ethoxycarbonyl-1H-imidazol-1-yl)methyl)-1,2,3,4,4a,5,6,7,8,8a-decahydroisoquinoline-3-carboxylate Methanesulfonate), C(C)OC(=O)[C@H]1NC[C@@H]2CC[C@@H](C[C@@H]2C1)CN1C=NC(=C1)C(=O)OCC ([3S,4aR,6S,8aR]-Ethyl-6-((4-ethoxycarbonyl-1H-imidazol-1-yl)methyl)-1,2,3,4,4a,5,6,7,8,8a-decahydroisoquinoline-3-carboxylate). As a reaction SMILES: [CH3:1][S:2]([OH:5])(=[O:4])=[O:3].[CH2:6]([O:8][C:9]([C@@H:11]1[CH2:20][C@@H:19]2[C@@H:14]([CH2:15][CH2:16][C@H:17]([CH2:21][N:22]3[CH:26]=[C:25]([C:27]([O:29][CH2:30][CH3:31])=[O:28])[N:24]=[CH:23]3)[CH2:18]2)[CH2:13][NH:12]1)=[O:10])[CH3:7]>C(OCC)(=O)C>[CH3:1][S:2]([OH:5])(=[O:4])=[O:3].[CH2:6]([O:8][C:9]([C@@H:11]1[CH2:20][C@@H:19]2[C@@H:14]([CH2:15][CH2:16][C@H:17]([CH2:21][N:22]3[CH:26]=[C:25]([C:27]([O:29][CH2:30][CH3:31])=[O:28])[N:24]=[CH:23]3)[CH2:18]2)[CH2:13][NH:12]1)=[O:10])[CH3:7].[CH2:6]([O:8][C:9]([C@@H:11]1[CH2:20][C@@H:19]2[C@@H:14]([CH2:15][CH2:16][C@H:17]([CH2:21][N:22]3[CH:26]=[C:25]([C:27]([O:29][CH2:30][CH3:31])=[O:28])[N:24]=[CH:23]3)[CH2:18]2)[CH2:13][NH:12]1)=[O:10])[CH3:7] |f:3.4|. Procedure: The methanesulfonic acid salt of [3S,4aR,6S,8aR]-Ethyl-6-((4-ethoxycarbonyl-1H-imidazol-1-yl)methyl)-1,2,3,4,4a,5,6,7,8,8a-decahydroisoquinoline-3-carboxylate is prepared in a manner analogous to the procedures described above from one equivalent of methanesulfonic acid and one equivalent of [3S,4aR,6S,8aR]-Ethyl-6-((4-ethoxycarbonyl-1H-imidazol-1-yl)methyl)-1,2,3,4,4a,5,6,7,8,8a-decahydroisoquinoline-3-carboxylate in ethyl acetate. Procedure: Sodium acetate was dissolved in water (0.5 mL). The carboxylic acid methyl ester builiding lock III, e.g. methyl{[(4-bromophenyl)sulfonyl]-4-methylanilino}acetate (398 mg, 1 mmol), in DMW (3.5 mL) was added, followed by acrylamide (78 mg, 1.11 mmol), triphenylphosphine (26.2 mg, 0.11 mmol, 10 mol %) and palladium diacetate (11.2 mg, 0.05 mmol, 5 mol %). The resulting mixture was degazed for 5 min with argon and was heated at 80° C. for 3 h. It was filtrated through celite. Water (5 mL) was added... The reagents and catalysts are C(C)(=O)[O-].C(C)(=O)[O-].[Pd+2] (palladium diacetate). Reaction SMILES: C([O-])(=O)C.[Na+].[CH3:6][O:7][C:8](=[O:28])[CH2:9][N:10]([S:18]([C:21]1[CH:26]=[CH:25][C:24](Br)=[CH:23][CH:22]=1)(=[O:20])=[O:19])[C:11]1[CH:16]=[CH:15][C:14]([CH3:17])=[CH:13][CH:12]=1.[C:29]([NH2:33])(=[O:32])[CH:30]=[CH2:31].C1(P(C2C=CC=CC=2)C2C=CC=CC=2)C=CC=CC=1>O.C([O-])(=O)C.C([O-])(=O)C.[Pd+2]>[CH3:6][O:7][C:8](=[O:28])[CH2:9][N:10]([S:18]([C:21]1[CH:26]=[CH:25][C:24](/[CH:31]=[CH:30]/[C:29]([NH2:33])=[O:32])=[CH:23][CH:22]=1)(=[O:20])=[O:19])[C:11]1[CH:16]=[CH:15][C:14]([CH3:17])=[CH:13][CH:12]=1 |f:0.1,6.7.8|. Yields the product COC(CN(C1=CC=C(C=C1)C)S(=O)(=O)C1=CC=C(C=C1)\C=C\C(=O)N)=O (methyl[({4-[(1E)-3-amino-3-oxo-1-propenyl]phenyl}sulfonyl)-4-methylanilino]acetate). The reactants are carboxylic acid methyl ester, III, COC(CN(C1=CC=C(C=C1)C)S(=O)(=O)C1=CC=C(C=C1)Br)=O (methyl{[(4-bromophenyl)sulfonyl]-4-methylanilino}acetate), C(C=C)(=O)N (acrylamide), C(C)(=O)[O-].[Na+] (Sodium acetate), C1(=CC=CC=C1)P(C1=CC=CC=C1)C1=CC=CC=C1 (triphenylphosphine). Conditions: temperature 80 celsius, time 5 minute. The solvent is O (water). The reactants are O=C[O-], [Fe], COC(=O)c1ccc(N)c([N+](=O)[O-])c1C, [NH4+], C1CCOC1, O. Product: COC(=O)c1ccc(N)c(N)c1C. Reaction SMILES: [CH:16]([O-:17])=[O:18].[Fe:26].[NH2:1][c:2]1[c:3]([N+:13]([O-:14])=[O:15])[c:4]([CH3:12])[c:5]([C:6](=[O:7])[O:8][CH3:9])[cH:10][cH:11]1.[NH4+:19].[O:20]1[CH2:21][CH2:22][CH2:23][CH2:24]1.[OH2:25]>>[NH2:1][c:2]1[c:3]([NH2:13])[c:4]([CH3:12])[c:5]([C:6](=[O:7])[O:8][CH3:9])[cH:10][cH:11]1. Isolated yield 21.0%. Reported procedure: 3-((4-(Benzo[4,5]imidazo[1,2-a]pyrimidin-4-yl)phenyl)(tert-butoxycarbonyl)amino)propyl 4-methylbenzenesulfonate T544P The title compound was prepared using general procedure D from 4-(benzo[4,5]imidazo[1,2-a]pyrimidin-4-yl)aniline and propane-1,3-diyl bis(4-methylbenzenesulfonate). T554P was isolated as a solid (130 mg, 21%). 1H NMR (400 MHz, CDCl3): δ 1.51 (s, 9H), 2.09 (m, 2H), 2.46 (s, 3H), 3.87-3.90 (m, 2H), 4.12-4.15 (m, 2H), 6.94 (m, 1H), 7.04 (bs, 1H), 7.19 (m, 1H), 7.35 (m, 1H), 7.52-7.6... Product: C(C)(C)(C)OC(NC1=CC=C(C=C1)C1=CC=NC=2N1C1=C(N2)C=CC=C1)=O (tert-Butyl(4-(benzo[4,5]imidazo[1,2-a]pyrimidin-4-yl)phenyl)carbamate), solid. Reactants: CC1=CC=C(C=C1)S(=O)(=O)OCCCOS(=O)(=O)C1=CC=C(C=C1)C (propane-1,3-diyl bis(4-methylbenzenesulfonate)), CC1=CC=C(C=C1)S(=O)(=O)OCCCN(C(=O)OC(C)(C)C)C1=CC=C(C=C1)C1=CC=NC=2N1C1=C(N2)C=CC=C1 (3-((4-(Benzo[4,5]imidazo[1,2-a]pyrimidin-4-yl)phenyl)(tert-butoxycarbonyl)amino)propyl 4-methylbenzenesulfonate), N=1C=2N(C(=CC1)C1=CC=C(N)C=C1)C1=C(N2)C=CC=C1 (4-(benzo[4,5]imidazo[1,2-a]pyrimidin-4-yl)aniline). RXN SMILES: CC1C=CC(S(OCCC[N:15]([C:23]2[CH:28]=[CH:27][C:26]([C:29]3[N:34]4[C:35]5[CH:41]=[CH:40][CH:39]=[CH:38][C:36]=5[N:37]=[C:33]4[N:32]=[CH:31][CH:30]=3)=[CH:25][CH:24]=2)[C:16]([O:18][C:19]([CH3:22])([CH3:21])[CH3:20])=[O:17])(=O)=O)=CC=1.N1C2N(C3C=CC=CC=3N=2)C(C2C=CC(N)=CC=2)=CC=1.CC1C=CC(S(OCCCOS(C2C=CC(C)=CC=2)(=O)=O)(=O)=O)=CC=1>>[C:19]([O:18][C:16](=[O:17])[NH:15][C:23]1[CH:24]=[CH:25][C:26]([C:29]2[N:34]3[C:35]4[CH:41]=[CH:40][CH:39]=[CH:38][C:36]=4[N:37]=[C:33]3[N:32]=[CH:31][CH:30]=2)=[CH:27][CH:28]=1)([CH3:22])([CH3:20])[CH3:21].